Dataset: the Open Reaction Database (ORD), a public repository of structured organic reaction records. Task: describe an organic reaction: reactants, conditions, products, and yield Starting materials: COC=1C=C2CCCC(C2=CC1)=O (6-methoxy-1-tetralone), CN(CCCOC1=CC=C(C=O)C=C1)C (4-(3-dimethylaminopropoxy)benzaldehyde), [OH-].[K+] (potassium hydroxide). Run in C(C)O (ethanol). The product is CN(CCCOC1=CC=C(C=C1)C=C1C(C2=CC=C(C=C2CC1)OC)=O)C (2-[[4-[3-(Dimethylamino)propoxy]phenyl]methylene]-3,4-dihydro-6-methoxy-1(2H)-naphthalenone). Isolated yield 81.4%. Reaction SMILES: [CH3:1][O:2][C:3]1[CH:4]=[C:5]2[C:10](=[CH:11][CH:12]=1)[C:9](=[O:13])[CH2:8][CH2:7][CH2:6]2.[CH3:14][N:15]([CH3:28])[CH2:16][CH2:17][CH2:18][O:19][C:20]1[CH:27]=[CH:26][C:23]([CH:24]=O)=[CH:22][CH:21]=1.[OH-].[K+]>C(O)C>[CH3:28][N:15]([CH3:14])[CH2:16][CH2:17][CH2:18][O:19][C:20]1[CH:21]=[CH:22][C:23]([CH:24]=[C:8]2[CH2:7][CH2:6][C:5]3[C:10](=[CH:11][CH:12]=[C:3]([O:2][CH3:1])[CH:4]=3)[C:9]2=[O:13])=[CH:26][CH:27]=1 |f:2.3|. Procedure: Interaction of 16 g of 6-methoxy-1-tetralone and 19 g of 4-(3-dimethylaminopropoxy)benzaldehyde in 95 ml of ethanol in the presence of 0.6 g of potassium hydroxide following the procedure described in Example 1A, yields 27 g of crude product; melting point 68°-71° C. Following crystallization from 70 ml of diisopropyl ether, the product weighs 18.6 g, melting point 76°-78° C. The reactants are C1(=CC=CC=C1)C1=NN2C(C=CC=C2)=C1C=O (2-phenylpyrazolo[1,5-a]-pyridine-3-carbaldehyde), C(C(=O)C)=P(C1=CC=CC=C1)(C1=CC=CC=C1)C1=CC=CC=C1 (acetonylidenetriphenylphosphorane). Solvent: C1=CC=CC=C1 (benzene). Yields the product C1(=CC=CC=C1)C1=NN2C(C=CC=C2)=C1C=CC(C)=O (4-(2-phenylpyrazolo[1,5-a]pyridin-3-yl)-3-buten-2-one). Reaction SMILES: [C:1]1([C:7]2[C:15]([CH:16]=O)=[C:10]3[CH:11]=[CH:12][CH:13]=[CH:14][N:9]3[N:8]=2)[CH:6]=[CH:5][CH:4]=[CH:3][CH:2]=1.[CH:18](=P(C1C=CC=CC=1)(C1C=CC=CC=1)C1C=CC=CC=1)[C:19]([CH3:21])=[O:20]>C1C=CC=CC=1>[C:1]1([C:7]2[C:15]([CH:16]=[CH:18][C:19](=[O:20])[CH3:21])=[C:10]3[CH:11]=[CH:12][CH:13]=[CH:14][N:9]3[N:8]=2)[CH:2]=[CH:3][CH:4]=[CH:5][CH:6]=1. Procedure: A mixture of 2-phenylpyrazolo[1,5-a]-pyridine-3-carbaldehyde (0.50 g) and acetonylidenetriphenylphosphorane ##STR11## (0.82 g) in benzene (6 ml) was refluxed for 4 hours and then the solvent was evaporated in vacuo. The residue was chromatographed on silica gel (20 g) with chloroform as an eluent. The fractions containing the object compound were combined and evaporated in vacuo. The residue was recrystallized from ethanol to give crystals of 4-(2-phenylpyrazolo[1,5-a]pyridin-3-yl)-3-buten-2-one...